The task is: describe an organic reaction: reactants, conditions, products, and yield. This data is from the Open Reaction Database (ORD), a public repository of structured organic reaction records. Starting materials: CN1CCCC1=O, Fc1cc(I)cnc1F, CC(C)(O)CN, c1ccncc1. Product: CC(C)(O)CNc1ncc(I)cc1F. As a reaction SMILES: [CH3:22][N:23]1[CH2:24][CH2:25][CH2:26][C:27]1=[O:28].[F:1][c:2]1[n:3][cH:4][c:5]([I:9])[cH:6][c:7]1[F:8].[NH2:16][CH2:17][C:18]([CH3:19])([OH:20])[CH3:21].[cH:10]1[cH:11][cH:12][n:13][cH:14][cH:15]1>>[c:2]1([NH:16][CH2:17][C:18]([CH3:19])([OH:20])[CH3:21])[n:3][cH:4][c:5]([I:9])[cH:6][c:7]1[F:8]. The reactants are NCC=1SC=CC1 (2-Aminomethylthiophene), C(C=C)(=O)OC (methyl acrylate). The product is COC(=O)CN(CC(=O)OC)CC=1SC=CC1 (2-[N,N-di(methoxycarbonylmethyl)aminomethyl]thiophene). Reaction SMILES: [NH2:1][CH2:2][C:3]1[S:4][CH:5]=[CH:6][CH:7]=1.[C:8]([O:12][CH3:13])(=[O:11])[CH:9]=C>>[CH3:13][O:12][C:8]([CH2:9][N:1]([CH2:2][C:3]1[S:4][CH:5]=[CH:6][CH:7]=1)[CH2:9][C:8]([O:12][CH3:13])=[O:11])=[O:11]. Procedure details: 2-Aminomethylthiophene and methyl acrylate are reacted in similar manner so that described in Examples 19 to give 2-[N,N-di(methoxycarbonylmethyl)aminomethyl]thiophene. b. 2-[N,N-Di(methoxycarbonylethyl)aminomethyl]thiophene is cyclized and decarboxylated in a similar manner to that described in Example 19 to give N-(2thienylmethyl)-4-piperidine. The reactants are ClC1=CC=C(C=C1)C(C1=CNC2=C(C=CC=C12)CSC)C1=CC=C(C=C1)Cl (3-[Bis(4-chlorophenyl)methyl]-7-[(methylsulfanyl)methyl]-1H-indole), ClCCl (dichloromethane), ClC1=CC(=CC=C1)C(=O)OO (meta-chloroperbenzoic acid). The solvent is CO (methanol). Reaction conditions: time 2 hour. Product: ClC1=CC=C(C=C1)C(C1=CNC2=C(C=CC=C12)CS(=O)C)C1=CC=C(C=C1)Cl (3-[Bis(4-chlorophenyl)methyl]-7-[(methylsulfinyl)methyl]-1H-indole). As a reaction SMILES: [Cl:1][C:2]1[CH:7]=[CH:6][C:5]([CH:8]([C:21]2[CH:26]=[CH:25][C:24]([Cl:27])=[CH:23][CH:22]=2)[C:9]2[C:17]3[C:12](=[C:13]([CH2:18][S:19][CH3:20])[CH:14]=[CH:15][CH:16]=3)[NH:11][CH:10]=2)=[CH:4][CH:3]=1.ClCCl.ClC1C=CC=C(C(OO)=[O:39])C=1>CO>[Cl:1][C:2]1[CH:7]=[CH:6][C:5]([CH:8]([C:21]2[CH:22]=[CH:23][C:24]([Cl:27])=[CH:25][CH:26]=2)[C:9]2[C:17]3[C:12](=[C:13]([CH2:18][S:19]([CH3:20])=[O:39])[CH:14]=[CH:15][CH:16]=3)[NH:11][CH:10]=2)=[CH:4][CH:3]=1. Procedure: 200 mg (0.49 mmol) of the compound from Example 279 were introduced into 20 ml of dichloromethane at 0° C., 120 mg (0.49 mmol) of 70% pure meta-chloroperbenzoic acid were added, and the mixture was stirred at RT for 2 h. 2 ml of methanol were added, and the solution was concentrated. The crude product was purified by preparative HPLC (mobile phase: acetonitrile/water gradient) to result in 134 mg (65% of theory) of the title compound as mixture of diastereomers. Reactants: C(C)N(CCNC1=CC=C(C=2SC3=CC=C(C=C3C(C12)=O)OC)CO)CC (1-[[2-(diethylamino)ethyl]amino]-4-(hydroxymethyl)-7-methoxythioxanthen-9-one). Reagents/catalysts: O=[Mn]=O (MnO2). The solvent is C1(=CC=CC=C1)C (toluene). Product: C(C)N(CCNC1=CC=C(C=2SC3=CC=C(C=C3C(C12)=O)OC)C=O)CC (1-[[2-(diethylamino)ethyl]amino]-7-methoxy-9-oxothioxanthen-4-carboxaldehyde). Yield: 79.7%. Reaction SMILES: [CH2:1]([N:3]([CH2:26][CH3:27])[CH2:4][CH2:5][NH:6][C:7]1[C:20]2[C:19](=[O:21])[C:18]3[C:13](=[CH:14][CH:15]=[C:16]([O:22][CH3:23])[CH:17]=3)[S:12][C:11]=2[C:10]([CH2:24][OH:25])=[CH:9][CH:8]=1)[CH3:2]>C1(C)C=CC=CC=1.O=[Mn]=O>[CH2:26]([N:3]([CH2:1][CH3:2])[CH2:4][CH2:5][NH:6][C:7]1[C:20]2[C:19](=[O:21])[C:18]3[C:13](=[CH:14][CH:15]=[C:16]([O:22][CH3:23])[CH:17]=3)[S:12][C:11]=2[C:10]([CH:24]=[O:25])=[CH:9][CH:8]=1)[CH3:27]. Reported procedure: A solution of 1-[[2-(diethylamino)ethyl]amino]-4-(hydroxymethyl)-7-methoxythioxanthen-9-one (8.8 g, 0.023 mol) in toluene (268 mL) was heated to 60° C. under nitrogen and then MnO2 (13.2 g) was added. The mixture was heated overnight, filtered, and the filtrate was concentrated in vacuo to afford 7.05 g (81%) of 1-[[2-(diethylamino)ethyl]amino]-7-methoxy-9-oxothioxanthen-4-carboxaldehyde (Formula II: R1 =R2 =Et; R8 =7-OCH3 ; n=2).